The task is: describe an organic reaction: reactants, conditions, products, and yield. This data is from the Open Reaction Database (ORD), a public repository of structured organic reaction records. The reactants are Cl.BrC1=CC=C(C=C1)NN (4-Bromophenylhydrazine hydrochloride), N12CCC(C(CC1)CC2)=O (1-azabicyclo[3.2.2]nonan-4-one). Yields the product BrC1=CC=2C3=C(NC2C=C1)C1CCN(C3)CC1 (9-bromo-3,4,5,6-tetrahydro-1H-2,5-ethanoazepino[4,3-b]indole). RXN SMILES: Cl.[Br:2][C:3]1[CH:8]=[CH:7][C:6]([NH:9]N)=[CH:5][CH:4]=1.[N:11]12[CH2:19][CH2:18][CH:15]([CH2:16][CH2:17]1)[C:14](=O)[CH2:13][CH2:12]2>>[Br:2][C:3]1[CH:8]=[CH:7][C:6]2[NH:9][C:14]3[CH:15]4[CH2:18][CH2:19][N:11]([CH2:12][C:13]=3[C:5]=2[CH:4]=1)[CH2:17][CH2:16]4 |f:0.1|. Procedure details: 4-Bromophenylhydrazine hydrochloride (4.33 g, 19.37 mmol; Aldrich) and the product of Example 1A (2.70 g, 19.37 mmol) were processed as described in Example 1B to provide the title compound: 1H NMR (300 MHz, methanol-d4) δ ppm 2.14-2.36 (m, 4 H), 3.17-3.25 (m, 1 H), 3.33-3.45 (m, 2 H), 3.45-3.65 (m, 2 H), 4.54 (s, 2 H), 7.18 (dd, J=8.8, 1.8 Hz, 1 H), 7.24 (d, J=9.1 Hz, 1 H), 7.51 (d, J=2.4 Hz, 1 H); MS (DCI) m/z 291/293 (M+H)+.